This data is from the Open Reaction Database (ORD), a public repository of structured organic reaction records. The task is: describe an organic reaction: reactants, conditions, products, and yield The reactants are CCCCCC (hexane), O (water), ClC=1C(C(=C(C(C1Cl)=O)C#N)C#N)=O (2,3-dichloro-5,6-dicyano-1,4-benzoquinone), BrC1=C(C(=CC=2NC3=CC=C(C=C3S(C12)(=O)=O)OC)OC)O (4-bromo-3-hydroxy-2,7-dimethoxy-10H-phenothiazine-5,5-dioxide). The solvent is C1CCOC1 (THF). Conditions: time 20 minute. Yields the product OC=1C(C(=CC2=NC3=CC=C(C=C3S(C12)(=O)=O)OC)OC)=O (4-Hydroxy-2,7-dimethoxy-3H-phenothiazin-3-one-5,5-dioxide). Reaction SMILES: Br[C:2]1[C:15]2[S:14](=[O:17])(=[O:16])[C:13]3[C:8](=[CH:9][CH:10]=[C:11]([O:18][CH3:19])[CH:12]=3)[NH:7][C:6]=2[CH:5]=[C:4]([O:20][CH3:21])[C:3]=1[OH:22].O.ClC1C(=O)C(C#N)=C(C#N)C(=[O:32])C=1Cl.CCCCCC>C1COCC1>[OH:32][C:2]1[C:3](=[O:22])[C:4]([O:20][CH3:21])=[CH:5][C:6]2[C:15]=1[S:14](=[O:17])(=[O:16])[C:13]1[C:8](=[CH:9][CH:10]=[C:11]([O:18][CH3:19])[CH:12]=1)[N:7]=2. Reported procedure: To a stirred suspension of 4-bromo-3-hydroxy-2,7-dimethoxy-10H-phenothiazine-5,5-dioxide (100 mg) in THF (10 ml) was added water (0.1 ml) and 2,3-dichloro-5,6-dicyano-1,4-benzoquinone (0.12 g). After 20 minutes, hexane was added and the solid was filtered, washed with ether and air dried to afford the title compound, m.p. 333°-335° C. (dec.) The reactants are OC=1C=C(C=CC1)S (3-hydroxythiophenol), C(=O)([O-])[O-].[K+].[K+] (K2CO3), CS(=O)(=O)OCCCN1C(C=CC(=C1)C(C1=CC=CC=C1)C1=CC=CC=C1)=O (3-[5-(diphenylmethyl)-2-oxopyridin-1(2H)-yl]propyl methanesulfonate), O (Water). The solvent is CN(C)C=O (DMF). Run at time 7 hour. The product is C1(=CC=CC=C1)C(C=1C=CC(N(C1)CCCSC1=CC(=CC=C1)O)=O)C1=CC=CC=C1 (5-(diphenylmethyl)-1-{3-[(3-hydroxyphenyl)sulfanyl]propyl}pyridin-2(1H)-one). The yield is 81.1%. As a reaction SMILES: [OH:1][C:2]1[CH:3]=[C:4]([SH:8])[CH:5]=[CH:6][CH:7]=1.C([O-])([O-])=O.[K+].[K+].CS(O[CH2:20][CH2:21][CH2:22][N:23]1[CH:28]=[C:27]([CH:29]([C:36]2[CH:41]=[CH:40][CH:39]=[CH:38][CH:37]=2)[C:30]2[CH:35]=[CH:34][CH:33]=[CH:32][CH:31]=2)[CH:26]=[CH:25][C:24]1=[O:42])(=O)=O.O>CN(C=O)C>[C:30]1([CH:29]([C:36]2[CH:41]=[CH:40][CH:39]=[CH:38][CH:37]=2)[C:27]2[CH:26]=[CH:25][C:24](=[O:42])[N:23]([CH2:22][CH2:21][CH2:20][S:8][C:4]3[CH:5]=[CH:6][CH:7]=[C:2]([OH:1])[CH:3]=3)[CH:28]=2)[CH:31]=[CH:32][CH:33]=[CH:34][CH:35]=1 |f:1.2.3|. Procedure: To a solution of 3-hydroxythiophenol (222 mg) in DMF (15 mL) were added K2CO3 (243 mg) and 3-[5-(diphenylmethyl)-2-oxopyridin-1(2H)-yl]propyl methanesulfonate (700 mg) at ambient temperature and the mixture was stirred for 7 hours. Water was added to the mixture at ambient temperature and the resulting mixture was extracted with EtOAc. The organic layer was washed with brine, dried over anhydrous MgSO4, filtered and evaporated in vacuo. The residue was purified by silica gel column chromatograph... The reactants are C1C(C)O1 (propylene oxide), ClC1=C(C(=C(C(=C1O)Cl)Cl)Cl)Cl (pentachlorophenol), [Al] (aluminum), NC1=CC=CC=C1 (aniline). The reagents and catalysts are [Fe] (iron). Reaction conditions: temperature 129 celsius, time 2 hour. The product is ClC1=C(C(=C(C(=C1O)Cl)Cl)Cl)Cl.NC1=CC=CC=C1.C1C(C)O1 (Pentachlorophenol Aniline Propylene Oxide). Reaction SMILES: [Cl:1][C:2]1[C:7]([OH:8])=[C:6]([Cl:9])[C:5]([Cl:10])=[C:4]([Cl:11])[C:3]=1[Cl:12].[Al].[NH2:14][C:15]1[CH:20]=[CH:19][CH:18]=[CH:17][CH:16]=1.[CH2:21]1[O:24][CH:22]1[CH3:23]>[Fe]>[Cl:1][C:2]1[C:7]([OH:8])=[C:6]([Cl:9])[C:5]([Cl:10])=[C:4]([Cl:11])[C:3]=1[Cl:12].[NH2:14][C:15]1[CH:20]=[CH:19][CH:18]=[CH:17][CH:16]=1.[CH2:21]1[O:24][CH:22]1[CH3:23] |f:5.6.7|. Reported procedure: A 1-gallon autoclave was charged with 1862 grams of pentachlorophenol containing about 700 to 800 ppm of aluminum and iron compounds and 326 grams of aniline. After heating the mixture to 129°C., 1365 grams of propylene oxide was added and the mixture reacted to constant pressure. After cooling the mixture to 50°C., the contents were drained from the autoclave. The mixture was then stripped for 2 hours at 89° - 91°C./1 mm. Hg. and filtered through coarse paper. There were no solids. The polyol p... Reactants: C1CCOC1, CN, N#Cc1cc([N+](=O)[O-])c(F)cc1Cl. The product is CNc1cc(Cl)c(C#N)cc1[N+](=O)[O-]. Reaction SMILES: [CH2:16]1[O:17][CH2:18][CH2:19][CH2:20]1.[CH3:1][NH2:2].[Cl:3][c:4]1[c:5]([C:6]#[N:7])[cH:8][c:9]([N+:13](=[O:14])[O-:15])[c:10]([F:12])[cH:11]1>>[CH3:1][NH:2][c:10]1[c:9]([N+:13](=[O:14])[O-:15])[cH:8][c:5]([C:6]#[N:7])[c:4]([Cl:3])[cH:11]1. Starting materials: Cc1cc(Br)cc(C)c1C(=O)N1CCC(N2CCC(O)CC2)CC1, OB(O)c1ccc(OC(F)(F)F)cc1. The product is Cc1cc(-c2ccc(OC(F)(F)F)cc2)cc(C)c1C(=O)N1CCC(N2CCC(O)CC2)CC1. Reaction SMILES: [Br:1][c:2]1[cH:3][c:4]([CH3:24])[c:5]([C:9](=[O:10])[N:11]2[CH2:12][CH2:13][CH:14]([N:17]3[CH2:18][CH2:19][CH:20]([OH:23])[CH2:21][CH2:22]3)[CH2:15][CH2:16]2)[c:6]([CH3:8])[cH:7]1.[F:25][C:26]([O:27][c:28]1[cH:29][cH:30][c:31]([B:34]([OH:35])[OH:36])[cH:32][cH:33]1)([F:37])[F:38]>>[c:2]1(-[c:31]2[cH:30][cH:29][c:28]([O:27][C:26]([F:25])([F:37])[F:38])[cH:33][cH:32]2)[cH:3][c:4]([CH3:24])[c:5]([C:9](=[O:10])[N:11]2[CH2:12][CH2:13][CH:14]([N:17]3[CH2:18][CH2:19][CH:20]([OH:23])[CH2:21][CH2:22]3)[CH2:15][CH2:16]2)[c:6]([CH3:8])[cH:7]1. The reactants are FC1(CCN(CC1)C(=O)C=1NC2=CC=C(C=C2C1)OC1CCN(CC1)C(C)C)F ((4,4-Difluoro-piperidin-1-yl)-[5-(1-isopropyl-piperidin-4-yloxy)-1H-indol-2-yl]-methanone), FC1(CCN(CC1)C(=O)C=1NC2=CC=C(C=C2C1)OC1CCN(CC1)C(C)C)F ((4,4-Difluoro-piperidin-1-yl)-[5-(1-isopropyl-piperidin-4-yloxy)-1H-indol-2-yl]-methanone), C(#N)C=1C=C(C=CC1)B(O)O (3-cyanophenylboronic acid). Yields the product FC1(CCN(CC1)C(=O)C=1N(C2=CC=C(C=C2C1)OC1CCN(CC1)C(C)C)C=1C=C(C#N)C=CC1)F (3-[2-(4,4-Difluoro-piperidine-1-carbonyl)-5-(1-isopropyl-piperidin-4-yloxy)-indol-1-yl]-benzonitrile). Reaction SMILES: [F:1][C:2]1([F:29])[CH2:7][CH2:6][N:5]([C:8]([C:10]2[NH:11][C:12]3[C:17]([CH:18]=2)=[CH:16][C:15]([O:19][CH:20]2[CH2:25][CH2:24][N:23]([CH:26]([CH3:28])[CH3:27])[CH2:22][CH2:21]2)=[CH:14][CH:13]=3)=[O:9])[CH2:4][CH2:3]1.[C:30]([C:32]1[CH:33]=[C:34](B(O)O)[CH:35]=[CH:36][CH:37]=1)#[N:31]>>[F:29][C:2]1([F:1])[CH2:7][CH2:6][N:5]([C:8]([C:10]2[N:11]([C:36]3[CH:37]=[C:32]([CH:33]=[CH:34][CH:35]=3)[C:30]#[N:31])[C:12]3[C:17]([CH:18]=2)=[CH:16][C:15]([O:19][CH:20]2[CH2:25][CH2:24][N:23]([CH:26]([CH3:27])[CH3:28])[CH2:22][CH2:21]2)=[CH:14][CH:13]=3)=[O:9])[CH2:4][CH2:3]1. Procedure details: In analogy to the procedure described for the synthesis of example 6, the title compound was synthesized from (4,4-difluoro-piperidin-1-yl)-[5-(1-isopropyl-piperidin-4-yloxy)-1H-indol-2-yl]-methanone (Intermediate 1) and 3-cyanophenylboronic acid. The title compound was obtained in 46% yield as yellow foam. MS (m/e): 507.3 (MH+, 100%). Reactants: COC(=O)C1CN(c2ccc3c(c2)SCC(=O)N3C)C(=O)O1, COc1ccc(P2(=S)SP(=S)(c3ccc(OC)cc3)S2)cc1, C1COCCO1. Yields the product COC(=O)C1CN(c2ccc3c(c2)SCC(=S)N3C)C(=O)O1. As a reaction SMILES: [CH3:1][O:2][C:3](=[O:4])[CH:5]1[CH2:6][N:7]([c:11]2[cH:12][c:13]3[c:14]([cH:21][cH:22]2)[N:15]([CH3:20])[C:16](=[O:19])[CH2:17][S:18]3)[C:8](=[O:10])[O:9]1.[CH3:23][O:24][c:25]1[cH:26][cH:27][c:28]([P:29]2(=[S:32])[S:30][P:31]([c:33]3[cH:34][cH:35][c:36]([O:37][CH3:38])[cH:39][cH:40]3)(=[S:41])[S:42]2)[cH:43][cH:44]1.[O:45]1[CH2:46][CH2:47][O:48][CH2:49][CH2:50]1>>[CH3:1][O:2][C:3](=[O:4])[CH:5]1[CH2:6][N:7]([c:11]2[cH:12][c:13]3[c:14]([cH:21][cH:22]2)[N:15]([CH3:20])[C:16](=[S:32])[CH2:17][S:18]3)[C:8](=[O:10])[O:9]1. Conditions: time 5 minute. Product: C(CCC=C)C1=NC=CC(=N1)C(F)(F)F (2-(4-penten-1-yl)-4-(trifluoromethyl)pyrimidine). Solvent: C(C)O (ethanol). Reaction SMILES: Cl.[C:2](=[NH:9])([NH2:8])[CH2:3][CH2:4][CH2:5][CH:6]=[CH2:7].[O-]CC.[Na+].C(O[CH:17]=[CH:18][C:19](=O)[C:20]([F:23])([F:22])[F:21])C>C(O)C>[CH2:3]([C:2]1[N:8]=[C:19]([C:20]([F:23])([F:22])[F:21])[CH:18]=[CH:17][N:9]=1)[CH2:4][CH2:5][CH:6]=[CH2:7] |f:0.1,2.3|. Starting materials: Cl.C(CCCC=C)(N)=N (5-hexenimidamide hydrochloride), [O-]CC.[Na+] (sodium ethoxide), C(C)OC=CC(C(F)(F)F)=O (4-(Ethyloxy)-1,1,1-trifluoro-3-buten-2-one). Reported procedure: To a solution of 5-hexenimidamide hydrochloride (P4, 200 mg) in ethanol (1.8 mL), sodium ethoxide (92 mg) was added and the mixture stirred at r.t. for 5 min. 4-(Ethyloxy)-1,1,1-trifluoro-3-buten-2-one (0.13 mL) was then added and the mixture was stirred at room temperature for 18 h. The solvent was evaporated, the residue was dissolved in dichloromethane and the organic layer was washed with H2O and dried over Na2SO4. This solution was filtered and the filtrate was concentrated in vacuo. The cr...